This data is from the Open Reaction Database (ORD), a public repository of structured organic reaction records. The task is: describe an organic reaction: reactants, conditions, products, and yield Starting materials: O=C([O-])[O-], c1c2c(cc3c1OCO3)CC(N1CCNCC1)CC2, CN(C)C=O, Clc1ncccn1, [K+], [K+]. Yields the product c1cnc(N2CCN(C3CCc4cc5c(cc4C3)OCO5)CC2)nc1. Reaction SMILES: [C:27](=[O:28])([O-:29])[O-:30].[CH2:1]1[O:2][c:3]2[cH:4][c:5]3[c:10]([cH:11][c:12]2[O:13]1)[CH2:9][CH:8]([N:14]1[CH2:15][CH2:16][NH:17][CH2:18][CH2:19]1)[CH2:7][CH2:6]3.[CH3:33][N:34]([CH3:35])[CH:36]=[O:37].[Cl:20][c:21]1[n:22][cH:23][cH:24][cH:25][n:26]1.[K+:31].[K+:32]>>[CH2:1]1[O:2][c:3]2[cH:4][c:5]3[c:10]([cH:11][c:12]2[O:13]1)[CH2:9][CH:8]([N:14]1[CH2:15][CH2:16][N:17]([c:21]2[n:22][cH:23][cH:24][cH:25][n:26]2)[CH2:18][CH2:19]1)[CH2:7][CH2:6]3. Starting materials: Example 10 ( 1 ), C1(=CC=C(C=C1)S(=O)(=O)O)C.C(C1=CC=CC=C1)OC(CCN)=O (β-alanine benzyl ester p-toluenesulfonate), C(C1=CC=CC=C1)OC(=O)CN1N=NN=C1S (1-benzyloxycarbonylmethyl-1H-tetrazole-5-thiol), CSCN1N=NN=C1S (1-Methylthiomethyl-1H-tetrazole-5-thiol), C1(=CC=C(C=C1)S(=O)(=O)O)C.C(C1=CC=CC=C1)OC(CN)=O (glycine benzyl ester p-toluenesulfonate), N (ammonia). The product is C(N)(=O)CN1N=NN=C1S (1- (carbamoylmethyl)-1H-tetrazole-5-thiol). Reaction SMILES: CSC[N:4]1C(S)=NN=N1.C1(C)C=CC(S(O)(=O)=O)=CC=1.C(OC(=O)CN)C1C=CC=CC=1.C1(C)C=CC(S(O)(=O)=O)=CC=1.C(OC(=O)CCN)C1C=CC=CC=1.C([O:64][C:65]([CH2:67][N:68]1[C:72]([SH:73])=[N:71][N:70]=[N:69]1)=O)C1C=CC=CC=1.N>>[C:65]([CH2:67][N:68]1[C:72]([SH:73])=[N:71][N:70]=[N:69]1)(=[O:64])[NH2:4] |f:1.2,3.4|. Reported procedure: The reactions described in Reference Example 10 (1) and (2) were carried out using glycine benzyl ester p-toluenesulfonate in lieu of β-alanine benzyl ester p-toluenesulfonate to prepare 1-benzyloxycarbonylmethyl-1H-tetrazole-5-thiol, which was then converted with alcoholic ammonia into the captioned compound. Starting materials: FC=1C=C(C=CC1N1C=C(C=C1)C=NO)C1=NOC(C1)CNC(C)=O ((-)-N-[[3-[3-Fluoro-4-[3-[(hydroxyimino)methyl]-1H-pyrrol-1-yl]phenyl]-4,5-dihydro-5-isoxazolyl]methyl]acetamide), one, C1(=CC=CC=C1)P(C1=CC=CC=C1)C1=CC=CC=C1 (triphenylphosphine), C(Cl)(Cl)(Cl)Cl (carbon tetrachloride). Solvent: C(C)#N (acetonitrile). Reaction conditions: time 1 hour. The product is C(#N)C1=CN(C=C1)C1=C(C=C(C=C1)C1=NOC(C1)CNC(C)=O)F ((-)-N-[[3-[4-(3-Cyano-1H-pyrrol-1-yl)-3-fluorophenyl]-4,5-dihydro-5-isoxazolyl]methyl]acetamide). Isolated yield 48.6%. Reaction SMILES: [F:1][C:2]1[CH:3]=[C:4]([C:16]2[CH2:20][CH:19]([CH2:21][NH:22][C:23](=[O:25])[CH3:24])[O:18][N:17]=2)[CH:5]=[CH:6][C:7]=1[N:8]1[CH:12]=[CH:11][C:10]([CH:13]=[N:14]O)=[CH:9]1.C1(P(C2C=CC=CC=2)C2C=CC=CC=2)C=CC=CC=1.C(Cl)(Cl)(Cl)Cl>C(#N)C>[C:13]([C:10]1[CH:11]=[CH:12][N:8]([C:7]2[CH:6]=[CH:5][C:4]([C:16]3[CH2:20][CH:19]([CH2:21][NH:22][C:23](=[O:25])[CH3:24])[O:18][N:17]=3)=[CH:3][C:2]=2[F:1])[CH:9]=1)#[N:14]. Reported procedure: (-)-5-Acetamidomethyl-3-(3-fluoro-4-(3-hydroximino-pyrrol-1-yl)phenyl)isoxazoline (Example 16) (486 mg) is combined with triphenylphosphine (1.48 g) and carbon tetrachloride (0.816 ml) in 14 ml acetonitrile in a 50 ml one neck round bottom flask under nitrogen. The mixture is stirred 1 hour at room temperature and the volatiles are removed in vacuo to give a pale yellow oil. The crude material is chromatographed over 35 g silica gel (230-400 mesh) eluting with 4% methanol/dichloromethane while c... Reactants: C(C)(=O)OCC(=O)NC=1SC2=C(N1)C=CC(=C2)OC (2-(Acetoxyacetylamino)-6-methoxybenzothiazole), N (ammonia). Run in CO (methanol). Run at time 1 hour. Yields the product OCC(=O)NC=1SC2=C(N1)C=CC(=C2)OC (2-(hydroxyacetylamino)-6-methoxybenzothiazole). Yield: 93.2%. Reaction SMILES: C([O:4][CH2:5][C:6]([NH:8][C:9]1[S:10][C:11]2[CH:17]=[C:16]([O:18][CH3:19])[CH:15]=[CH:14][C:12]=2[N:13]=1)=[O:7])(=O)C.N>CO>[OH:4][CH2:5][C:6]([NH:8][C:9]1[S:10][C:11]2[CH:17]=[C:16]([O:18][CH3:19])[CH:15]=[CH:14][C:12]=2[N:13]=1)=[O:7]. Reported procedure: 2-(Acetoxyacetylamino)-6-methoxybenzothiazole (13.0 g) prepared in Example 2 is dissolved in methanol (1000 ml) and thereto is added 28% aqueous ammonia (100 ml) and the mixture is stirred at room temperature for 1 hour. The solvent is distilled off and the resulting solids are washed with water, dried and recrystallized from ethanol to give the title compound (10.3 g) having the following physical properties. Reactants: [Si](C)(C)(C(C)(C)C)O[C@H]1C[C@@H](CC2=CC=C3[C@@H]4CC=C(C(C)(C)O)[C@]4(CC[C@@H]3[C@@]12C)C)O[Si](C)(C)C(C)(C)C (1α,3β-Bis(tert-butyldimethylsilyloxy)-20-hydroxy-20-methylpregna-5,7,16-triene), Br\C=C\CC(C)(C)O[Si](CC)(CC)CC (1-bromo-4-triethylsilyloxy-4-methyl-(2E)-pentene), [H-].[Na+] (sodium hydride), C1COCCOCCOCCOCCO1 (15-crown-5). The solvent is O1CCCC1 (tetrahydrofuran). The product is [Si](C)(C)(C(C)(C)C)O[C@H]1C[C@@H](CC2=CC=C3[C@@H]4CC=C(C(C)(C)O\C=C\CC(C)(C)O[Si](CC)(CC)CC)[C@]4(CC[C@@H]3[C@@]12C)C)O[Si](C)(C)C(C)(C)C (1α,3β-bis(tert-butyldimethylsilyloxy)-20-{4-triethylsilyloxy-4-methyl-(2E)-pentenyloxy}-20-methylpregna-5,7,16-triene). Yield: 99.0%. RXN SMILES: [Si:1]([O:8][C@@H:9]1[C@@:29]2([CH3:30])[C:13](=[CH:14][CH:15]=[C:16]3[C@@H:28]2[CH2:27][CH2:26][C@@:25]2([CH3:31])[C@H:17]3[CH2:18][CH:19]=[C:20]2[C:21]([OH:24])([CH3:23])[CH3:22])[CH2:12][C@@H:11]([O:32][Si:33]([C:36]([CH3:39])([CH3:38])[CH3:37])([CH3:35])[CH3:34])[CH2:10]1)([C:4]([CH3:7])([CH3:6])[CH3:5])([CH3:3])[CH3:2].Br/[CH:41]=[CH:42]/[CH2:43][C:44]([O:47][Si:48]([CH2:53][CH3:54])([CH2:51][CH3:52])[CH2:49][CH3:50])([CH3:46])[CH3:45].[H-].[Na+].C1OCCOCCOCCOCCOC1>O1CCCC1>[Si:1]([O:8][C@@H:9]1[C@@:29]2([CH3:30])[C:13](=[CH:14][CH:15]=[C:16]3[C@@H:28]2[CH2:27][CH2:26][C@@:25]2([CH3:31])[C@H:17]3[CH2:18][CH:19]=[C:20]2[C:21]([O:24]/[CH:41]=[CH:42]/[CH2:43][C:44]([O:47][Si:48]([CH2:49][CH3:50])([CH2:51][CH3:52])[CH2:53][CH3:54])([CH3:45])[CH3:46])([CH3:23])[CH3:22])[CH2:12][C@@H:11]([O:32][Si:33]([C:36]([CH3:39])([CH3:38])[CH3:37])([CH3:34])[CH3:35])[CH2:10]1)([C:4]([CH3:7])([CH3:6])[CH3:5])([CH3:3])[CH3:2] |f:2.3|. Reported procedure: 1α,3β-Bis(tert-butyldimethylsilyloxy)-20-hydroxy-20-methylpregna-5,7,16-triene (103 mg, 0.180 mmol), 1-bromo-4-triethylsilyloxy-4-methyl-(2E)-pentene (211 mg, 0.719 mmol), sodium hydride (60% in oil, 43 mg, 1.08 mmol), 15-crown-5 (40 mg, 0.182 mmol) and tetrahydrofuran (3 ml) were subjected to reaction using a procedure similar to that of Example 5(1) (reflux under heating for 6 hours), worked up and purified by column chromatography (hexane:toluene=2:1) to give the titled compound (140 mg, 99%)... Reactants: N1=CC=CC2=CC(=CC=C12)C(=O)O (6-quinolinecarboxylic acid), C(C)(C)(C)O (tert-Butanol), N12CCCCCC2=NCCC1 (1,8-Diazabicyclo[5.4.0]undec-7-ene), C(=O)(N1C=NC=C1)N1C=NC=C1 (1,1′-Carbonyldiimidazole). Solvent: CN(C)C=O (DMF). Reaction conditions: temperature 40 celsius, time 1 hour. Yields the product C(C)(C)(C)OC(=O)C=1C=C2C=CC=NC2=CC1 (quinoline-6-carboxylic acid t-butyl ester). The yield is 91.9%. RXN SMILES: [N:1]1[C:10]2[C:5](=[CH:6][C:7]([C:11]([OH:13])=[O:12])=[CH:8][CH:9]=2)[CH:4]=[CH:3][CH:2]=1.C(N1C=CN=C1)(N1C=CN=C1)=O.[C:26](O)([CH3:29])([CH3:28])[CH3:27].N12CCCN=C1CCCCC2>CN(C=O)C>[C:26]([O:12][C:11]([C:7]1[CH:6]=[C:5]2[C:10](=[CH:9][CH:8]=1)[N:1]=[CH:2][CH:3]=[CH:4]2)=[O:13])([CH3:29])([CH3:28])[CH3:27]. Procedure: To a suspension of 6-quinolinecarboxylic acid (12 g, 69 mmol) in DMF (100 mL) was added 1,1′-Carbonyldiimidazole (11.2 g, 69.3 mmol) and the mixture stirred at 40° C. for 1 hour. tert-Butanol (13 mL, 139 mmol) and 1,8-Diazabicyclo[5.4.0]undec-7-ene (10.4 mL, 69.3 mmol) were added and the mixture was stirred at 80° C. for 4 h. After cooling to room temperature the reaction mixture was quenched with water (400 mL) and extracted with ethyl acetate/heptane (1:3, 2×400 mL). The organic layer was drie... RXN SMILES: [OH:1][N:2]1[C:7]([CH3:9])([CH3:8])[CH2:6][CH:5]([NH2:10])[CH2:4][C:3]1([CH3:12])[CH3:11].[CH2:13]([N:17]=[C:18]=[O:19])[CH2:14][CH2:15][CH3:16]>C1(C)C=CC=CC=1>[CH2:13]([NH:17][C:18]([NH:10][CH:5]1[CH2:6][C:7]([CH3:8])([CH3:9])[N:2]([OH:1])[C:3]([CH3:12])([CH3:11])[CH2:4]1)=[O:19])[CH2:14][CH2:15][CH3:16]. Solvent: C1(=CC=CC=C1)C (toluene). Procedure details: To a stirred solution of 1.0 g of 1-oxyl-4-amino-2,2,6,6-tetramethylpiperidine in 75 mL of dry toluene is added dropwise 0.65 mL of butyl isocyanate. The reaction mixture is stirred for 16 hours. The solution is then concentrated to yield the title compound as a red oil. Reactants: ON1C(CC(CC1(C)C)N)(C)C (1-oxyl-4-amino-2,2,6,6-tetramethylpiperidine), C(CCC)N=C=O (butyl isocyanate). Run at time 16 hour. Product: C(CCC)NC(=O)NC1CC(N(C(C1)(C)C)O)(C)C (1-Butyl-3-(1-oxyl-2,2,6,6-tetramethylpiperidin-4-yl)urea). The reactants are CCC(O)(CC)CCSC(C)C1=CCC2C3=CC=C4CC(O)CC(O[Si](C)(C)C(C)(C)C)C4(C)C3CCC12C, CCCC[N+](CCCC)(CCCC)CCCC, [F-], C1CCOC1. Product: CCC(O)(CC)CCSC(C)C1=CCC2C3=CC=C4CC(O)CC(O)C4(C)C3CCC12C. Reaction SMILES: [C:1]([Si:2]([CH3:3])([CH3:4])[O:6][CH:7]1[CH2:8][CH:9]([OH:37])[CH2:10][C:11]2=[CH:12][CH:13]=[C:14]3[CH:15]4[CH2:16][CH:17]=[C:18]([CH:19]([CH3:20])[S:21][CH2:22][CH2:23][C:24]([CH2:25][CH3:26])([OH:27])[CH2:28][CH3:29])[C:30]4([CH3:36])[CH2:31][CH2:32][CH:33]3[C:34]12[CH3:35])([CH3:5])([CH3:38])[CH3:39].[CH2:41]([N+:42]([CH2:43][CH2:44][CH2:45][CH3:46])([CH2:47][CH2:48][CH2:49][CH3:50])[CH2:51][CH2:52][CH2:53][CH3:54])[CH2:55][CH2:56][CH3:57].[F-:40].[O:58]1[CH2:59][CH2:60][CH2:61][CH2:62]1>>[OH:6][CH:7]1[CH2:8][CH:9]([OH:37])[CH2:10][C:11]2=[CH:12][CH:13]=[C:14]3[CH:15]4[CH2:16][CH:17]=[C:18]([CH:19]([CH3:20])[S:21][CH2:22][CH2:23][C:24]([CH2:25][CH3:26])([OH:27])[CH2:28][CH3:29])[C:30]4([CH3:36])[CH2:31][CH2:32][CH:33]3[C:34]12[CH3:35].